The task is: describe an organic reaction: reactants, conditions, products, and yield. This data is from the Open Reaction Database (ORD), a public repository of structured organic reaction records. Reactants: CO, COC(=O)C=Cc1ccccc1O. The product is COC(=O)CCc1ccccc1O. RXN SMILES: [CH3:14][OH:15].[OH:1][c:2]1[c:3]([CH:8]=[CH:9][C:10](=[O:11])[O:12][CH3:13])[cH:4][cH:5][cH:6][cH:7]1>>[OH:1][c:2]1[c:3]([CH2:8][CH2:9][C:10](=[O:11])[O:12][CH3:13])[cH:4][cH:5][cH:6][cH:7]1. Reactants: BrCc1ccccc1, O=C1NC(=O)c2ccccc21, CCOCC, CC1(C)NC(C)(C)c2ccccc21, CI, Cc1ccccc1, [K], [Mg]. The product is CC1(C)c2ccccc2C(C)(C)N1Cc1ccccc1. RXN SMILES: [Br:1][CH2:2][c:3]1[cH:4][cH:5][cH:6][cH:7][cH:8]1.[C:9]1(=[O:10])[NH:11][C:12](=[O:13])[c:14]2[cH:15][cH:16][cH:17][cH:18][c:19]21.[CH2:34]([O:35][CH2:36][CH3:37])[CH3:38].[CH3:21][C:22]1([CH3:33])[NH:23][C:24]([CH3:31])([CH3:32])[c:25]2[cH:26][cH:27][cH:28][cH:29][c:30]21.[CH3:39][I:40].[CH3:42][c:43]1[cH:44][cH:45][cH:46][cH:47][cH:48]1.[K:20].[Mg:41]>>[CH2:2]([c:3]1[cH:4][cH:5][cH:6][cH:7][cH:8]1)[N:23]1[C:22]([CH3:21])([CH3:33])[c:30]2[c:25]([cH:26][cH:27][cH:28][cH:29]2)[C:24]1([CH3:31])[CH3:32]. The reactants are CS(=O)(=O)Cl, CNCC1CC(NC(=O)c2nn(C(C)C)c3ccccc23)CN1C(=O)OC(C)(C)C. Product: CC(C)n1nc(C(=O)NC2CC(CN(C)S(C)(=O)=O)N(C(=O)OC(C)(C)C)C2)c2ccccc21. Reaction SMILES: [CH3:31][S:32]([Cl:33])(=[O:34])=[O:35].[CH:1]([CH3:2])([CH3:3])[n:4]1[n:5][c:6]([C:13](=[O:14])[NH:15][CH:16]2[CH2:17][CH:18]([CH2:28][NH:29][CH3:30])[N:19]([C:21](=[O:22])[O:23][C:24]([CH3:25])([CH3:26])[CH3:27])[CH2:20]2)[c:7]2[cH:8][cH:9][cH:10][cH:11][c:12]12>>[CH:1]([CH3:2])([CH3:3])[n:4]1[n:5][c:6]([C:13](=[O:14])[NH:15][CH:16]2[CH2:17][CH:18]([CH2:28][N:29]([CH3:30])[S:32]([CH3:31])(=[O:34])=[O:35])[N:19]([C:21](=[O:22])[O:23][C:24]([CH3:25])([CH3:26])[CH3:27])[CH2:20]2)[c:7]2[cH:8][cH:9][cH:10][cH:11][c:12]12.